Dataset: the Open Reaction Database (ORD), a public repository of structured organic reaction records. Task: describe an organic reaction: reactants, conditions, products, and yield Reactants: [C-]#N.[K+] (KCN), OCC(CBr)(CO)CO (2,2-bis(hydroxymethyl)-3-hydroxypropyl bromide). Solvent: C(C)#N (acetonitrile). The product is OCC(CC#N)(CO)CO (3,3-Bis(hydroxymethyl)-4-hydroxybutyronitrile). The yield is 78.0%. RXN SMILES: [C-:1]#[N:2].[K+].[OH:4][CH2:5][C:6]([CH2:11][OH:12])([CH2:9][OH:10])[CH2:7]Br>C(#N)C>[OH:4][CH2:5][C:6]([CH2:11][OH:12])([CH2:9][OH:10])[CH2:7][C:1]#[N:2] |f:0.1|. Reported procedure: 0.07 mol of KCN is added to 0.055 mol of 2,2-bis(hydroxymethyl)-3-hydroxypropyl bromide and the mixture is dissolved in 50 ml of acetonitrile and refluxed for 5 h, with stirring. After the solution has cooled, the solid is filtered off with suction and the mother liquor is concentrated. The residue is dissolved in chloroform, the residual KBr is separated off and the solvent is distilled off after drying. The desired nitrile is separated from the residue as a pale yellowish oil by column chromat... Reactants: COc1ccccc1CNC1CCCN(C(=O)OC(C)(C)C)C1c1ccccc1, CO. Yields the product CC(C)(C)OC(=O)N1CCCC(N)C1c1ccccc1. As a reaction SMILES: [C:1]([CH3:2])([CH3:3])([CH3:4])[O:5][C:6](=[O:7])[N:8]1[CH:9]([c:24]2[cH:25][cH:26][cH:27][cH:28][cH:29]2)[CH:10]([NH:14][CH2:15][c:16]2[cH:17][cH:18][cH:19][cH:20][c:21]2[O:22][CH3:23])[CH2:11][CH2:12][CH2:13]1.[CH3:30][OH:31]>>[C:1]([CH3:2])([CH3:3])([CH3:4])[O:5][C:6](=[O:7])[N:8]1[CH:9]([c:24]2[cH:25][cH:26][cH:27][cH:28][cH:29]2)[CH:10]([NH2:14])[CH2:11][CH2:12][CH2:13]1. Starting materials: N1C=NC=C1 (Imidazole), C(C1=CC=CC=C1)OC(C[C@H](CC(=O)N)O)=O ((S)-Benzyl-3-hydroxyglutaramate), [Si](C)(C)(C(C)(C)C)Cl (tert-butyldimethylsilylchloride). Solvent: CN(C=O)C (dimethyl formamide), CN(C=O)C (dimethyl formamide). Reaction conditions: temperature 5 celsius. Product: C(C1=CC=CC=C1)OC(C[C@H](CC(=O)N)O[Si](C)(C)C(C)(C)C)=O ((S)-benzyl-3-(tert-butyl dimethylsilyloxy)glutaramate). Reaction SMILES: [CH2:1]([O:8][C:9](=[O:17])[CH2:10][C@@H:11]([OH:16])[CH2:12][C:13]([NH2:15])=[O:14])[C:2]1[CH:7]=[CH:6][CH:5]=[CH:4][CH:3]=1.N1C=CN=C1.[Si:23](Cl)([C:26]([CH3:29])([CH3:28])[CH3:27])([CH3:25])[CH3:24]>CN(C)C=O>[CH2:1]([O:8][C:9](=[O:17])[CH2:10][C@@H:11]([O:16][Si:23]([C:26]([CH3:29])([CH3:28])[CH3:27])([CH3:25])[CH3:24])[CH2:12][C:13]([NH2:15])=[O:14])[C:2]1[CH:3]=[CH:4][CH:5]=[CH:6][CH:7]=1. Reported procedure: (S)-Benzyl-3-hydroxyglutaramate (100 g) was dissolved in dimethyl formamide. To this Imidazole (35 g) was added and the solution was cooled to 5° C. To this a solution of tert-butyldimethylsilylchloride (68.5 g) dissolved in dimethyl formamide (250 ml) was added under cooling. The mixture was warmed to 20-25° C. and stirred. The reaction mixture was cooled and quenched with water. To the reaction mixture ethyl acetate and water was added and stirred. The layers were separated and the organic pha... The reactants are C12(CCC(C1)C2)NC2=NC(=NC=C2C#N)SC (4-(bicyclo[2.1.1]hexan-1-ylamino)-2-(methylthio)pyrimidine-5-carbonitrile), OO (hydrogen peroxide), [OH-].[Na+] (sodium hydroxide). Run in CS(=O)C (DMSO). Reaction conditions: temperature 50 celsius, time 15 minute. Yields the product C12(CCC(C1)C2)NC2=NC(=NC=C2C(=O)N)SC (4-(Bicyclo[2.1.1]hexan-1-ylamino)-2-(methylthio)pyrimidine-5-carboxamide). Yield: 95.0%. As a reaction SMILES: [C:1]12([NH:7][C:8]3[C:13]([C:14]#[N:15])=[CH:12][N:11]=[C:10]([S:16][CH3:17])[N:9]=3)[CH2:6][CH:4]([CH2:5]1)[CH2:3][CH2:2]2.[OH:18]O.[OH-].[Na+]>CS(C)=O>[C:1]12([NH:7][C:8]3[C:13]([C:14]([NH2:15])=[O:18])=[CH:12][N:11]=[C:10]([S:16][CH3:17])[N:9]=3)[CH2:5][CH:4]([CH2:6]1)[CH2:3][CH2:2]2 |f:2.3|. Procedure details: To a solution of 4-(bicyclo[2.1.1]hexan-1-ylamino)-2-(methylthio)pyrimidine-5-carbonitrile (502.0 mg, 2.0 mmol) in DMSO (5 mL) was added aqueous hydrogen peroxide solution (1.2 g, 30%, 10.2 mmol) and aqueous sodium hydroxide solution (1.7 mL, 6 mol/L, 10.2 mmol) at 0° C. The mixture was stirred at 50° C. for 15 min and then quenched by the addition of water (30 mL). The solid formed was collected and dried under vacuum to give the desired product (500 mg, 1.9 mmol, 93% yield). MS (ESI) m/z=265.3... Reactants: Intermediate 6, C(C)N1C(=CC=2C1=NC=CC2Br)C(=O)O (ethyl 4-bromo-1H-pyrrolo[2,3-b]pyridine-2-carboxylic acid), C(C)N1N=C(C(=C1)B1OC(C(O1)(C)C)(C)C)C1=CC=C(C=C1)[N+](=O)[O-] (1-ethyl-3-(4-nitrophenyl)-4-(4,4,5,5-tetramethyl-1,3,2-dioxaborolan-2-yl)-1H-pyrazole). The product is C(C)N1N=C(C(=C1)C1=C2C(=NC=C1)NC(=C2)C(=O)O)C2=CC=C(C=C2)[N+](=O)[O-] (4-[1-ethyl-3-(4-nitrophenyl)-1H-pyrazol-4-yl]-1H-pyrrolo[2,3-b]pyridine-2-carboxylic acid). Reaction SMILES: C([N:3]1[C:7]2=[N:8][CH:9]=[CH:10][C:11](Br)=[C:6]2[CH:5]=[C:4]1[C:13]([OH:15])=[O:14])C.[CH2:16]([N:18]1[CH:22]=[C:21](B2OC(C)(C)C(C)(C)O2)[C:20]([C:32]2[CH:37]=[CH:36][C:35]([N+:38]([O-:40])=[O:39])=[CH:34][CH:33]=2)=[N:19]1)[CH3:17]>>[CH2:16]([N:18]1[CH:22]=[C:21]([C:11]2[CH:10]=[CH:9][N:8]=[C:7]3[NH:3][C:4]([C:13]([OH:15])=[O:14])=[CH:5][C:6]=23)[C:20]([C:32]2[CH:37]=[CH:36][C:35]([N+:38]([O-:40])=[O:39])=[CH:34][CH:33]=2)=[N:19]1)[CH3:17]. Procedure details: Following the procedure described for Intermediate 6 with ethyl 4-bromo-1H-pyrrolo[2,3-b]pyridine-2-carboxylic acid and 1-ethyl-3-(4-nitrophenyl)-4-(4,4,5,5-tetramethyl-1,3,2-dioxaborolan-2-yl)-1H-pyrazole provided title compound. ESMS [M+H]+: 378.2 The reactants are OC(CO)C1=CC(=CC(=C1)[N+](=O)[O-])[N+](=O)[O-] (1-(1,2-Dihydroxyethyl)-3,5-dinitrobenzene). Reagents/catalysts: [Pd] (Pd/C). The solvent is CO (methanol). Yields the product OC(CO)C1=CC(=CC(=C1)N)N (1-(1,2-Dihydroxyethyl)-3,5-diaminobenzene). As a reaction SMILES: [OH:1][CH:2]([C:5]1[CH:10]=[C:9]([N+:11]([O-])=O)[CH:8]=[C:7]([N+:14]([O-])=O)[CH:6]=1)[CH2:3][OH:4]>CO.[Pd]>[OH:1][CH:2]([C:5]1[CH:6]=[C:7]([NH2:14])[CH:8]=[C:9]([NH2:11])[CH:10]=1)[CH2:3][OH:4]. Reported procedure: 1-(1,2-Dihydroxyethyl)-3,5-dinitrobenzene (0.10 g, 0.44 mmol) was dissolved in methanol (35 ml) and hydrogenation was carried out at 60 psi using a Pd/C catalyst (10%, 50 mg). The catalyst was filtered off and the solution was evaporated. Yield: 0.074 g (100%). Isolated yield 36.0%. Procedure: The amide was synthesized from 1-(3,4-dichlorophenyl)-cyclohexanecarboxylic acid (182 mg, 0.67 mmol) and dimethyl amine using General Procedure G and isolated in 36% yield as a white solid. HPLC Rt=11.27 min; 1H NMR (400 mHz, CDCl3) 7.36-7.34 (m, 2H), 7.06 (dd, J=2.2, 8.4 Hz, 1H), 2.71 (bs, 6H), 2.29 (d, J=12.1 Hz, 2H), 1.68-1.53 (m, 7H), 1.25-1.21 (m, 2H); 13C NMR (100 mHz, CDCl3) 173.9, 146.9, 133.0, 130.9, 130.4, 127.4, 125.2, 51.0, 38.1, 36.7, 25.9, 23.6; GC-MS (SCOUT) 12.8 min, M+ 299. Yields the product ClC=1C=C(C=CC1Cl)C1(CCCCC1)C(=O)N(C)C (1-(3,4-dichlorophenyl)-N,N-dimethylcyclohexane carboxamide). Reaction SMILES: [Cl:1][C:2]1[CH:3]=[C:4]([C:9]2([C:15]([OH:17])=O)[CH2:14][CH2:13][CH2:12][CH2:11][CH2:10]2)[CH:5]=[CH:6][C:7]=1[Cl:8].[CH3:18][NH:19][CH3:20]>>[Cl:1][C:2]1[CH:3]=[C:4]([C:9]2([C:15]([N:19]([CH3:20])[CH3:18])=[O:17])[CH2:14][CH2:13][CH2:12][CH2:11][CH2:10]2)[CH:5]=[CH:6][C:7]=1[Cl:8]. Reactants: ClC=1C=C(C=CC1Cl)C1(CCCCC1)C(=O)O (1-(3,4-dichlorophenyl)-cyclohexanecarboxylic acid), CNC (dimethyl amine).